The task is: describe an organic reaction: reactants, conditions, products, and yield. This data is from the Open Reaction Database (ORD), a public repository of structured organic reaction records. Starting materials: N1=CC(=CC=C1)CC#N (3-pyridylacetonitrile), ice water, [H-].[Na+] (sodium hydride), BrCCCCC(=O)OC (methyl 5-bromovalerate). Run in CN(C=O)C (dimethylformamide), CN(C=O)C (dimethylformamide). Conditions: time 0.5 hour. The product is C(#N)C(CCCCC(=O)OC)C=1C=NC=CC1 (methyl 6-cyano-6-(3-pyridyl)-hexanoate). Reaction SMILES: [H-].[Na+].[N:3]1[CH:8]=[CH:7][CH:6]=[C:5]([CH2:9][C:10]#[N:11])[CH:4]=1.Br[CH2:13][CH2:14][CH2:15][CH2:16][C:17]([O:19][CH3:20])=[O:18]>CN(C)C=O>[C:10]([CH:9]([C:5]1[CH:4]=[N:3][CH:8]=[CH:7][CH:6]=1)[CH2:13][CH2:14][CH2:15][CH2:16][C:17]([O:19][CH3:20])=[O:18])#[N:11] |f:0.1|. Reported procedure: To as suspension of 8.6 g of sodium hydride (50% dispersion in mineral oil) in 200 ml of dimethylformamide is added a solution of 17.7 g of 3-pyridylacetonitrile in 15 ml of dimethylformamide over a period of 0.5 h. The reaction mixture is stirred for a further 0.5 h at room temperature, then cooled to -20° before adding 30 g of methyl 5-bromovalerate. The reaction mixture is then allowed to warm up to room temperature over a period of several hours and left to stand for 18 h. The reaction mixtu...